From a dataset of the Open Reaction Database (ORD), a public repository of structured organic reaction records. describe an organic reaction: reactants, conditions, products, and yield The reactants are Cc1ccccc1, O=C(O)CCC(=O)c1ccc(Cl)c(F)c1O, Cl, O, [Zn]. The product is O=C(O)CCCc1ccc(Cl)c(F)c1O. RXN SMILES: [CH3:20][c:21]1[cH:22][cH:23][cH:24][cH:25][cH:26]1.[Cl:3][c:4]1[c:5]([F:18])[c:6]([OH:17])[c:7]([C:10]([CH2:11][CH2:12][C:13](=[O:14])[OH:15])=[O:16])[cH:8][cH:9]1.[ClH:1].[OH2:2].[Zn:19]>>[Cl:3][c:4]1[c:5]([F:18])[c:6]([OH:17])[c:7]([CH2:10][CH2:11][CH2:12][C:13](=[O:14])[OH:15])[cH:8][cH:9]1. The reactants are O=C1CCC(=O)N1Br, CCOC(C)=O, Clc1cc(-c2ccco2)nc(Cl)n1, CN(C)C=O. The product is Clc1cc(-c2ccc(Br)o2)nc(Cl)n1. As a reaction SMILES: [Br:14][N:15]1[C:16](=[O:17])[CH2:18][CH2:19][C:20]1=[O:21].[CH3:27][CH2:28][O:29][C:30]([CH3:31])=[O:32].[Cl:1][c:2]1[n:3][c:4](-[c:9]2[o:10][cH:11][cH:12][cH:13]2)[cH:5][c:6]([Cl:8])[n:7]1.[O:22]=[CH:23][N:24]([CH3:25])[CH3:26]>>[Cl:1][c:2]1[n:3][c:4](-[c:9]2[o:10][c:11]([Br:14])[cH:12][cH:13]2)[cH:5][c:6]([Cl:8])[n:7]1. Reactants: ClC1=NC=CC2=C1CN(C2=O)CC=2C=NC(=C(C2)C)OCC(C(F)F)(F)F (4-chloro-2-((5-methyl-6-(2,2,3,3-tetrafluoropropoxy)pyridin-3-yl)methyl)-2,3-dihydro-1H-pyrrolo[3,4-c]pyridin-1-one), C(=O)OC1=CC=CC=C1 (phenyl formate). Product: CC=1C=C(C=NC1OCC(C(F)F)(F)F)CN1CC=2C(=NC=CC2C1=O)C(=O)OC1=CC=CC=C1 (phenyl 2-((5-methyl-6-(2,2,3,3-tetrafluoropropoxy)pyridin-3-yl)methyl)-1-oxo-2,3-dihydro-1H-pyrrolo[3,4-c]pyridine-4-carboxylate). The yield is 71.0%. Reaction SMILES: Cl[C:2]1[C:7]2[CH2:8][N:9]([CH2:12][C:13]3[CH:14]=[N:15][C:16]([O:20][CH2:21][C:22]([F:27])([F:26])[CH:23]([F:25])[F:24])=[C:17]([CH3:19])[CH:18]=3)[C:10](=[O:11])[C:6]=2[CH:5]=[CH:4][N:3]=1.[CH:28]([O:30][C:31]1[CH:36]=[CH:35][CH:34]=[CH:33][CH:32]=1)=[O:29]>>[CH3:19][C:17]1[CH:18]=[C:13]([CH2:12][N:9]2[C:10](=[O:11])[C:6]3[CH:5]=[CH:4][N:3]=[C:2]([C:28]([O:30][C:31]4[CH:36]=[CH:35][CH:34]=[CH:33][CH:32]=4)=[O:29])[C:7]=3[CH2:8]2)[CH:14]=[N:15][C:16]=1[O:20][CH2:21][C:22]([F:27])([F:26])[CH:23]([F:25])[F:24]. Reported procedure: The title compound is prepared in 71% yield (220 mg, yellow oil) from 4-chloro-2-((5-methyl-6-(2,2,3,3-tetrafluoropropoxy)pyridin-3-yl)methyl)-2,3-dihydro-1H-pyrrolo[3,4-c]pyridin-1-one (250 mg, 0.62 mmol, Intermediate-68) and phenyl formate (150 mg, 1.2 mmol) in a similar manner to Intermediate-91. The reactants are CC(C)(CO[Si](C)(C)C(C)(C)C)Cn1cc(S(=O)(=O)N2CCCN(C(=O)OC(C)(C)C)CC2)c2cc(Br)ccc2c1=O, O=C([O-])[O-], Cc1c(F)cc(C(=O)NC2CC2)cc1B1OC(C)(C)C(C)(C)O1, [K+], [K+], CN(C)C=O. Yields the product Cc1c(F)cc(C(=O)NC2CC2)cc1-c1ccc2c(=O)n(CC(C)(C)CO[Si](C)(C)C(C)(C)C)cc(S(=O)(=O)N3CCCN(C(=O)OC(C)(C)C)CC3)c2c1. As a reaction SMILES: [Br:1][c:2]1[cH:3][c:4]2[c:5]([S:26](=[O:27])(=[O:28])[N:29]3[CH2:30][CH2:31][N:32]([C:36](=[O:37])[O:38][C:39]([CH3:40])([CH3:41])[CH3:42])[CH2:33][CH2:34][CH2:35]3)[cH:6][n:7]([CH2:13][C:14]([CH2:15][O:16][Si:17]([CH3:18])([CH3:19])[C:20]([CH3:21])([CH3:22])[CH3:23])([CH3:24])[CH3:25])[c:8](=[O:12])[c:9]2[cH:10][cH:11]1.[C:66](=[O:67])([O-:68])[O-:69].[CH:43]1([NH:46][C:47]([c:48]2[cH:49][c:50]([F:64])[c:51]([CH3:63])[c:52]([B:54]3[O:55][C:56]([CH3:57])([CH3:58])[C:59]([CH3:60])([CH3:61])[O:62]3)[cH:53]2)=[O:65])[CH2:44][CH2:45]1.[K+:70].[K+:71].[O:72]=[CH:73][N:74]([CH3:75])[CH3:76]>>[c:2]1(-[c:52]2[c:51]([CH3:63])[c:50]([F:64])[cH:49][c:48]([C:47]([NH:46][CH:43]3[CH2:44][CH2:45]3)=[O:65])[cH:53]2)[cH:3][c:4]2[c:5]([S:26](=[O:27])(=[O:28])[N:29]3[CH2:30][CH2:31][N:32]([C:36](=[O:37])[O:38][C:39]([CH3:40])([CH3:41])[CH3:42])[CH2:33][CH2:34][CH2:35]3)[cH:6][n:7]([CH2:13][C:14]([CH2:15][O:16][Si:17]([CH3:18])([CH3:19])[C:20]([CH3:21])([CH3:22])[CH3:23])([CH3:24])[CH3:25])[c:8](=[O:12])[c:9]2[cH:10][cH:11]1. Starting materials: BrC=1C=NC=CC1 (3-bromopyridine), ClC=1C=C(C=CC1)C(C(=O)N1[C@H](C(=O)OC(C)(C)C)CCC1)=O (tert-Butyl 1-[(3-chlorophenyl)(oxo)acetyl]-L-prolinate), [Li]CCCC (n-BuLi). Solvent: C(C)OCC (ethyl ether), C1CCOC1 (THF). Run at temperature -78 celsius, time 1 hour. Yields the product ClC=1C=C(C=CC1)C(C(=O)N1[C@H](C(=O)OC(C)(C)C)CCC1)(C=1C=NC=CC1)O (tert-Butyl 1-[(3-chlorophenyl)(hydroxy)pyridin-3-ylacetyl]-L-prolinate). RXN SMILES: [Cl:1][C:2]1[CH:3]=[C:4]([C:8](=[O:23])[C:9]([N:11]2[CH2:22][CH2:21][CH2:20][C@H:12]2[C:13]([O:15][C:16]([CH3:19])([CH3:18])[CH3:17])=[O:14])=[O:10])[CH:5]=[CH:6][CH:7]=1.Br[C:25]1[CH:26]=[N:27][CH:28]=[CH:29][CH:30]=1.[Li]CCCC>C1COCC1.C(OCC)C>[Cl:1][C:2]1[CH:3]=[C:4]([C:8]([OH:23])([C:25]2[CH:26]=[N:27][CH:28]=[CH:29][CH:30]=2)[C:9]([N:11]2[CH2:22][CH2:21][CH2:20][C@H:12]2[C:13]([O:15][C:16]([CH3:18])([CH3:19])[CH3:17])=[O:14])=[O:10])[CH:5]=[CH:6][CH:7]=1. Procedure details: tert-Butyl 1-[(3-chlorophenyl)(oxo)acetyl]-L-prolinate (2.2 g, 6.46 mmol) was dissolved in THF (10 mL) and cooled to −78° C. under a nitrogen atmosphere (Vessel A). In a separate vessel containing 3-bromopyridine (0.68 mL, 7.1 mmol) in ethyl ether (50 mL) cooled to −78° C. was added n-BuLi (2.5M in hexanes, 3.1 mL, 7.7 mmol) and the mixture was stirred for one hour (Vessel B). The contents of Vessel B were added to Vessel A via cannula at −78° C. The temperature was increased to 0° C. and the mi... Starting materials: CO, COCC(O)C(OC)C(C=O)OC, NN, O. Product: COCC(O)C(OC)C(OC)C(=O)NN. Reaction SMILES: [CH3:17][OH:18].[CH3:1][O:2][CH:3]([CH:4]=[O:5])[CH:6]([O:7][CH3:8])[CH:9]([OH:10])[CH2:11][O:12][CH3:13].[NH2:15][NH2:16].[OH2:14]>>[CH3:1][O:2][CH:3]([C:4](=[O:5])[NH:15][NH2:16])[CH:6]([O:7][CH3:8])[CH:9]([OH:10])[CH2:11][O:12][CH3:13].